This data is from the Open Reaction Database (ORD), a public repository of structured organic reaction records. The task is: describe an organic reaction: reactants, conditions, products, and yield The reactants are C(C)OC(C(=O)NC=1C=CC(=C2C=CC=NC12)Br)=O ([(5—Bromo-8-quinolinyl)amino]oxo-acetic acid ethyl ester), [N+](=O)(O)[O-] (nitric acid). The solvent is FC(C(=O)O)(F)F (trifluoroacetic acid). Yields the product C(C)OC(C(=O)NC=1C(=CC(=C2C=CC=NC12)Br)[N+](=O)[O-])=O ([(5-Bromo-7-nitro-8-quinolinyl)amino]oxo-acetic acid ethyl ester). Isolated yield 45.0%. As a reaction SMILES: [CH2:1]([O:3][C:4](=[O:19])[C:5]([NH:7][C:8]1[CH:9]=[CH:10][C:11]([Br:18])=[C:12]2[C:17]=1[N:16]=[CH:15][CH:14]=[CH:13]2)=[O:6])[CH3:2].[N+:20]([O-])([OH:22])=[O:21]>FC(F)(F)C(O)=O>[CH2:1]([O:3][C:4](=[O:19])[C:5]([NH:7][C:8]1[C:9]([N+:20]([O-:22])=[O:21])=[CH:10][C:11]([Br:18])=[C:12]2[C:17]=1[N:16]=[CH:15][CH:14]=[CH:13]2)=[O:6])[CH3:2]. Reported procedure: A solution of the product from Example 82 (23.5 g, 58 mmol) in 30 mL fuming nitric acid and 150 mL trifluoroacetic acid was heated at 80° C. for 18 hours. The solvent was removed and the residue was treated with water to give a solid. The solid was collected by filtration and washed with ether and dried to give the title compound (9.5 g, 45% yield). Reactants: C(CCC)[Li] (n-butyllithium), C(C1=CC=CC=C1)C#N (benzyl cyanide), O1CCC(CC1)=O (Tetrahydro-4H-pyran-4-one). Solvent: C1CCOC1 (THF). Reaction conditions: time 30 minute. The product is OC1(CCOCC1)C(C#N)C1=CC=CC=C1 ((4-hydroxytetrahydro-2H-pyran-4-yl)(phenyl)acetonitrile). As a reaction SMILES: [CH2:1]([C:8]#[N:9])[C:2]1[CH:7]=[CH:6][CH:5]=[CH:4][CH:3]=1.C([Li])CCC.[O:15]1[CH2:20][CH2:19][C:18](=[O:21])[CH2:17][CH2:16]1>C1COCC1>[OH:21][C:18]1([CH:1]([C:2]2[CH:7]=[CH:6][CH:5]=[CH:4][CH:3]=2)[C:8]#[N:9])[CH2:19][CH2:20][O:15][CH2:16][CH2:17]1. Procedure details: To benzyl cyanide (1.970 ml, 19.39 mmol) was added THF (100 ml) and the solution cooled to −78° C. n-butyllithium (2.5 M in hexanes, 7.84 ml, 19.59 mmol) was added dropwise over 20 min via syringe pump and the solution stirred 30 min. Tetrahydro-4H-pyran-4-one (1.791 ml, 19.39 mmol) was added over 20 min via syringe pump and the solution stirred for 3 hours. The reaction was quenched by addition of ice-cold satd. NH4Cl and then partitioned between cold satd. NH4Cl and CH2Cl2. The aqueous portion... Starting materials: C(C1=CC=CC=C1)(=O)N1C(CC(CCC1)Cl)=O (N-Benzoyl-3-chlorocaprolactam), ClC1(CC(=O)NCCC1)Cl (3,3-dichlorocaprolactam). Yields the product C(C1=CC=CC=C1)(=O)N1C(CC(CCC1)(Cl)Cl)=O (N-Benzoyl-3,3-dichlorocaprolactam). As a reaction SMILES: [C:1]([N:9]1[CH2:15][CH2:14][CH2:13][CH:12]([Cl:16])[CH2:11][C:10]1=[O:17])(=[O:8])[C:2]1[CH:7]=[CH:6][CH:5]=[CH:4][CH:3]=1.[Cl:18]C1(Cl)CCCNC(=O)C1>>[C:1]([N:9]1[CH2:15][CH2:14][CH2:13][C:12]([Cl:18])([Cl:16])[CH2:11][C:10]1=[O:17])(=[O:8])[C:2]1[CH:3]=[CH:4][CH:5]=[CH:6][CH:7]=1. Procedure details: Synthesized as for N-benzoyl-3-chlorocaprolactam (Example VI) using 3,3-dichlorocaprolactam (prepared from caprolactam according to J. Am. Chem. Soc. 1958, 80, 6238) in place of 3-chlorocaprolactam.